Dataset: the Open Reaction Database (ORD), a public repository of structured organic reaction records. Task: describe an organic reaction: reactants, conditions, products, and yield The reactants are CCOCCn1c(C(=O)C2CCNCC2)nc2ccccc21, COc1cc(C(=O)N2CCC(CC=O)(c3ccccn3)C2)cc(OC)c1OC. Yields the product CCOCCn1c(C(=O)C2CCN(CCC3(c4ccccn4)CCN(C(=O)c4cc(OC)c(OC)c(OC)c4)C3)CC2)nc2ccccc21. As a reaction SMILES: [CH2:29]([CH3:30])[O:31][CH2:32][CH2:33][n:34]1[c:35]([C:43](=[O:44])[CH:45]2[CH2:46][CH2:47][NH:48][CH2:49][CH2:50]2)[n:36][c:37]2[c:38]1[cH:39][cH:40][cH:41][cH:42]2.[CH3:1][O:2][c:3]1[cH:4][c:5]([C:6](=[O:7])[N:8]2[CH2:9][C:10]([CH2:13][CH:14]=[O:15])([c:16]3[n:17][cH:18][cH:19][cH:20][cH:21]3)[CH2:11][CH2:12]2)[cH:22][c:23]([O:27][CH3:28])[c:24]1[O:25][CH3:26]>>[CH3:1][O:2][c:3]1[cH:4][c:5]([C:6](=[O:7])[N:8]2[CH2:9][C:10]([CH2:13][CH2:14][N:48]3[CH2:47][CH2:46][CH:45]([C:43]([c:35]4[n:34]([CH2:33][CH2:32][O:31][CH2:29][CH3:30])[c:38]5[c:37]([n:36]4)[cH:42][cH:41][cH:40][cH:39]5)=[O:44])[CH2:50][CH2:49]3)([c:16]3[n:17][cH:18][cH:19][cH:20][cH:21]3)[CH2:11][CH2:12]2)[cH:22][c:23]([O:27][CH3:28])[c:24]1[O:25][CH3:26]. The reactants are C(#N)CC=1C=CC(=C(C(=O)O)C1)OC (5-cyanomethyl-2-methoxybenzoic acid), CN(C=O)C (dimethylformamide), FC(C1=CC=C(CN)C=C1)(F)F (4-trifluoromethylbenzylamine), C(#N)P(OCC)(OCC)=O (diethyl cyanophosphonate). Run in C(C)N(CC)CC (triethylamine), O (water). Conditions: time 20 minute. Product: C(#N)CC=1C=CC(=C(C(=O)NCC2=CC=C(C=C2)C(F)(F)F)C1)OC (5-cyanomethyl-2-methoxy-N-(4-trifluoromethylbenzyl)benzamide). As a reaction SMILES: [C:1]([CH2:3][C:4]1[CH:5]=[CH:6][C:7]([O:13][CH3:14])=[C:8]([CH:12]=1)[C:9]([OH:11])=O)#[N:2].CN(C)C=O.[F:20][C:21]([F:31])([F:30])[C:22]1[CH:29]=[CH:28][C:25]([CH2:26][NH2:27])=[CH:24][CH:23]=1.C(P(=O)(OCC)OCC)#N>O.C(N(CC)CC)C>[C:1]([CH2:3][C:4]1[CH:5]=[CH:6][C:7]([O:13][CH3:14])=[C:8]([CH:12]=1)[C:9]([NH:27][CH2:26][C:25]1[CH:24]=[CH:23][C:22]([C:21]([F:20])([F:30])[F:31])=[CH:29][CH:28]=1)=[O:11])#[N:2]. Reported procedure: To 2.55 g of publicly known 5-cyanomethyl-2-methoxybenzoic acid were added 50 ml of dimethylformamide, 2.57 g of 4-trifluoromethylbenzylamine, 2.66 g of diethyl cyanophosphonate and 2.00 ml of triethylamine, and the mixture was stirred for 20 minutes under cooling with ice and for 6 hours at room temperature. The reaction mixture was poured into water and extracted with ethyl acetate. After washed with water, then with saturated brine, the organic layer was dried over anhydrous sodium sulfate. S... The reactants are CCOC(=O)Cc1ccc(OC)c(Oc2ccc(C(F)(F)F)cc2CN2C(=O)OC(c3ccccc3)C2C)c1, C1CCOC1, C[Si](C)(C)[N-][Si](C)(C)C, CI, [Na+]. Yields the product CCOC(=O)C(C)c1ccc(OC)c(Oc2ccc(C(F)(F)F)cc2CN2C(=O)OC(c3ccccc3)C2C)c1. Reaction SMILES: [CH2:1]([CH3:2])[O:3][C:4]([CH2:5][c:6]1[cH:7][c:8]([O:14][c:15]2[c:16]([CH2:25][N:26]3[C:27](=[O:38])[O:28][CH:29]([c:32]4[cH:33][cH:34][cH:35][cH:36][cH:37]4)[CH:30]3[CH3:31])[cH:17][c:18]([C:21]([F:22])([F:23])[F:24])[cH:19][cH:20]2)[c:9]([O:12][CH3:13])[cH:10][cH:11]1)=[O:39].[CH2:52]1[O:53][CH2:54][CH2:55][CH2:56]1.[CH3:42][Si:43]([N-:44][Si:45]([CH3:46])([CH3:47])[CH3:48])([CH3:49])[CH3:50].[I:40][CH3:41].[Na+:51]>>[CH2:1]([CH3:2])[O:3][C:4]([CH:5]([c:6]1[cH:7][c:8]([O:14][c:15]2[c:16]([CH2:25][N:26]3[C:27](=[O:38])[O:28][CH:29]([c:32]4[cH:33][cH:34][cH:35][cH:36][cH:37]4)[CH:30]3[CH3:31])[cH:17][c:18]([C:21]([F:22])([F:23])[F:24])[cH:19][cH:20]2)[c:9]([O:12][CH3:13])[cH:10][cH:11]1)[CH3:42])=[O:39]. Starting materials: C(CCC)OC(=O)N1CCN(CC1)C([C@H](CCC(=O)O)NC(=O)C1=NN(C(=C1)OCC(=O)N1[C@@H](CCC1)C(NC1CCC1)=O)C1=CC=CC=C1)=O (4-[(S)-4-Carboxy-2-({5-[2-((S)-2-cyclobutylcarbamoyl-pyrrolidin-1-yl)-2-oxo-ethoxy]-1-phenyl-1H-pyrazole-3-carbonyl}-amino)-butyryl]-piperazine-1-carboxylic acid butyl ester), C(CCl)Cl (EDC), C(C)O (ethanol). Reagents/catalysts: CN(C)C=1C=CN=CC1 (DMAP). Run in ClCCl (dichloromethane). Product: C(CCC)OC(=O)N1CCN(CC1)C([C@H](CCC(=O)OCC)NC(=O)C1=NN(C(=C1)OCC(=O)N1[C@@H](CCC1)C(NC1CCC1)=O)C1=CC=CC=C1)=O (4-[(S)-2-({5-[2-((S)-2-Cyclobutylcarbamoyl-pyrrolidin-1-yl)-2-oxo-ethoxy]-1-phenyl-1H-pyrazole-3-carbonyl}-amino)-4-ethoxycarbonyl-butyryl]-piperazine-1-carboxylic acid butyl ester). As a reaction SMILES: [CH2:1]([O:5][C:6]([N:8]1[CH2:13][CH2:12][N:11]([C:14](=[O:51])[C@@H:15]([NH:21][C:22]([C:24]2[CH:28]=[C:27]([O:29][CH2:30][C:31]([N:33]3[CH2:37][CH2:36][CH2:35][C@H:34]3[C:38](=[O:44])[NH:39][CH:40]3[CH2:43][CH2:42][CH2:41]3)=[O:32])[N:26]([C:45]3[CH:50]=[CH:49][CH:48]=[CH:47][CH:46]=3)[N:25]=2)=[O:23])[CH2:16][CH2:17][C:18]([OH:20])=[O:19])[CH2:10][CH2:9]1)=[O:7])[CH2:2][CH2:3][CH3:4].[CH2:52](Cl)[CH2:53]Cl.C(O)C>ClCCl.CN(C1C=CN=CC=1)C>[CH2:1]([O:5][C:6]([N:8]1[CH2:13][CH2:12][N:11]([C:14](=[O:51])[C@@H:15]([NH:21][C:22]([C:24]2[CH:28]=[C:27]([O:29][CH2:30][C:31]([N:33]3[CH2:37][CH2:36][CH2:35][C@H:34]3[C:38](=[O:44])[NH:39][CH:40]3[CH2:43][CH2:42][CH2:41]3)=[O:32])[N:26]([C:45]3[CH:50]=[CH:49][CH:48]=[CH:47][CH:46]=3)[N:25]=2)=[O:23])[CH2:16][CH2:17][C:18]([O:20][CH2:52][CH3:53])=[O:19])[CH2:10][CH2:9]1)=[O:7])[CH2:2][CH2:3][CH3:4]. Reported procedure: To a solution of 1.30 g 4-[(S)-4-Carboxy-2-({5-[2-((S)-2-cyclobutylcarbamoyl-pyrrolidin-1-yl)-2-oxo-ethoxy]-1-phenyl-1H-pyrazole-3-carbonyl}-amino)-butyryl]-piperazine-1-carboxylic acid butyl ester in 22 ml dichloromethane were added 421 mg EDC, 268 mg DMAP and 541 μl ethanol. After 3 h the reaction mixture was concentrated and the residue purified by preparative HPLC (C18 reverse phase column, elution with a water/MeCN gradient with 0.1% TFA). The fractions containing the product were lyophiliz... Starting materials: CON(C(C1=CN=CC=C1)=O)C (N-methoxy-N-methylnicotinamide), CC(=C[Mg]Br)C (2-methyl propenyl magnesium bromide), O (water), [Cl-].[NH4+] (ammonium chloride). Run in C1CCOC1 (THF). Run at time 1 hour. The product is CC(=CC(=O)C=1C=NC=CC1)C (3-Methyl-1-pyridin-3-yl-but-2-en-1-one). Isolated yield 91.4%. As a reaction SMILES: CON(C)[C:4](=[O:11])[C:5]1[CH:10]=[CH:9][CH:8]=[N:7][CH:6]=1.[CH3:13][C:14]([CH3:18])=[CH:15][Mg]Br.[Cl-].[NH4+].O>C1COCC1>[CH3:15][C:14]([CH3:18])=[CH:13][C:4]([C:5]1[CH:6]=[N:7][CH:8]=[CH:9][CH:10]=1)=[O:11] |f:2.3|. Procedure: To a solution of N-methoxy-N-methylnicotinamide (500 mg, 3.0 mmol) in anhydrous THF (3.5 mL) under nitrogen at −78° C. add 2-methyl propenyl magnesium bromide (12 mL, 6.0 mmol, 0.5 M in THF) dropwise. After one hour at −78° C., allow to reach room temperature. After 2 h, add saturated aqueous ammonium chloride. (10 mL) and water (2 mL). Extract with ethyl acetate three times, dry the combined organic phases with anhydrous sodium sulfate and concentrate to obtain 442 mg (91%) of the title compoun... Reported procedure: By using 5-(4-aminophenyl)-1H-naphtho[1,2-b][1,4]diazepine-2,4(3H,5H)-dione (190 mg, 0.60 mmol) obtained in Example 1, (3), and 2-chlorophenyl isothiocyanate (196 μL, 1.50 mmol), the title compound (127 mg, yield 44%) was obtained in the same manner as that of Example 20. The product is ClC1=C(C=CC=C1)NC(=S)NC1=CC=C(C=C1)N1C2=C(NC(CC1=O)=O)C1=CC=CC=C1C=C2 (1-(2-Chlorophenyl)-3-[4-(2,4-dioxo-1,2,3,4-tetrahydronaphtho[1,2-b][1,4]diazepin-5-yl)phenyl]thiourea). As a reaction SMILES: [NH2:1][C:2]1[CH:7]=[CH:6][C:5]([N:8]2[C:14](=[O:15])[CH2:13][C:12](=[O:16])[NH:11][C:10]3[C:17]4[C:22]([CH:23]=[CH:24][C:9]2=3)=[CH:21][CH:20]=[CH:19][CH:18]=4)=[CH:4][CH:3]=1.[Cl:25][C:26]1[CH:31]=[CH:30][CH:29]=[CH:28][C:27]=1[N:32]=[C:33]=[S:34]>>[Cl:25][C:26]1[CH:31]=[CH:30][CH:29]=[CH:28][C:27]=1[NH:32][C:33]([NH:1][C:2]1[CH:7]=[CH:6][C:5]([N:8]2[C:14](=[O:15])[CH2:13][C:12](=[O:16])[NH:11][C:10]3[C:17]4[C:22]([CH:23]=[CH:24][C:9]2=3)=[CH:21][CH:20]=[CH:19][CH:18]=4)=[CH:4][CH:3]=1)=[S:34]. Starting materials: NC1=CC=C(C=C1)N1C2=C(NC(CC1=O)=O)C1=CC=CC=C1C=C2 (5-(4-aminophenyl)-1H-naphtho[1,2-b][1,4]diazepine-2,4(3H,5H)-dione), ClC1=C(C=CC=C1)N=C=S (2-chlorophenyl isothiocyanate). Yield: 43.5%. The reactants are C(O)([O-])=O.[Na+] (sodium hydrogen carbonate), [N+](=O)([O-])C1=CC=C(C=C1)NCC(=O)OC(C)(C)C (tert-Butyl 2-[(4-nitrophenyl)amino]acetate), CC=1C=C(C=CC1)NC(NCC(=O)O)=O (2-[3-(3-methylphenyl)ureido]acetic acid), S(=O)(Cl)Cl (Sulphinyl chloride). The solvent is O (water), ClCCCl (1,2-dichloroethane). Conditions: temperature 10 celsius, time 10 minute. The product is CC=1C=C(C=CC1)NC(NCC(=O)N(C1=CC=C(C=C1)[N+](=O)[O-])CC(=O)OC(C)(C)C)=O (tert-butyl 2-{2-[3-(3-methylphenyl)ureido]-N-(4-nitrophenyl)acetamido}acetate). The yield is 36.9%. Reaction SMILES: [N+:1]([C:4]1[CH:9]=[CH:8][C:7]([NH:10][CH2:11][C:12]([O:14][C:15]([CH3:18])([CH3:17])[CH3:16])=[O:13])=[CH:6][CH:5]=1)([O-:3])=[O:2].[CH3:19][C:20]1[CH:21]=[C:22]([NH:26][C:27](=[O:33])[NH:28][CH2:29][C:30](O)=[O:31])[CH:23]=[CH:24][CH:25]=1.S(Cl)(Cl)=O.C(=O)([O-])O.[Na+]>ClCCCl.O>[CH3:19][C:20]1[CH:21]=[C:22]([NH:26][C:27](=[O:33])[NH:28][CH2:29][C:30]([N:10]([CH2:11][C:12]([O:14][C:15]([CH3:18])([CH3:17])[CH3:16])=[O:13])[C:7]2[CH:6]=[CH:5][C:4]([N+:1]([O-:3])=[O:2])=[CH:9][CH:8]=2)=[O:31])[CH:23]=[CH:24][CH:25]=1 |f:3.4|. Procedure details: tert-Butyl 2-[(4-nitrophenyl)amino]acetate (4.5 g) is added at a temperature in the region of 20° C. to a suspension, maintained under an argon atmosphere, of 2-[3-(3-methylphenyl)ureido]acetic acid (3.7 g) in 1,2-dichloroethane (230 cc). The reaction mixture is heated with stirring to reflux of the solvent. Sulphinyl chloride (2.12 g) is then added dropwise while refluxing is maintained. When the addition is complete, heating to reflux is continued for 10 minutes and the reaction mixture is the... The reactants are CC(C(=O)OCC)(C(=O)OCC)CCCC1=CC=CC=C1 (diethyl 2-methyl-2-(3-phenylpropyl)malonate), [OH-].[K+] (potassium hydroxide). The product is CC(C(=O)OCC)CCCC1=CC=CC=C1 (Ethyl 2-methyl-5-phenylvalerate). Yield: 91.1%. RXN SMILES: [CH3:1][C:2]([CH2:13][CH2:14][CH2:15][C:16]1[CH:21]=[CH:20][CH:19]=[CH:18][CH:17]=1)(C(OCC)=O)[C:3]([O:5][CH2:6][CH3:7])=[O:4].[OH-].[K+]>>[CH3:1][CH:2]([CH2:13][CH2:14][CH2:15][C:16]1[CH:17]=[CH:18][CH:19]=[CH:20][CH:21]=1)[C:3]([O:5][CH2:6][CH3:7])=[O:4] |f:1.2|. Reported procedure: In a similar manner to that described in Reference example 2(b), a reaction was carried out using diethyl 2-methyl-2-(3-phenylpropyl)malonate (4.63 g) and potassium hydroxide (3.55 g) and the reaction mixture was treated to afford the desired compound (3.18 g) as a syrup. The reactants are ClC=1N=C(C=2C(N1)=CSC2)Cl (2,4-dichloro-thieno[3,4-d]pyrimidine), O (water), alcohol, CC[O-].[Na+] (sodium ethylate). Run in C(C)O (ethyl alcohol). Run at time 2 hour. Product: ClC=1N=C(C=2C(N1)=CSC2)OCC (2-chloro-4-ethoxy-thieno[3,4-d]pyrimidine). As a reaction SMILES: [Cl:1][C:2]1[N:3]=[C:4](Cl)[C:5]2[C:6](=[CH:8][S:9][CH:10]=2)[N:7]=1.[CH3:12][CH2:13][O-:14].[Na+].O>C(O)C>[Cl:1][C:2]1[N:3]=[C:4]([O:14][CH2:13][CH3:12])[C:5]2[C:6](=[CH:8][S:9][CH:10]=2)[N:7]=1 |f:1.2|. Procedure: 6.15 g (0.03 mole) of 2,4-dichloro-thieno[3,4-d]pyrimidine are suspended in 250 ml. of absolute alcohol at 0°C. Whilst agitating constantly a solution of 0.03 mole sodium ethylate in ethyl alcohol is added drop by drop. The speed of addition is regulated in such a manner that the temperature of the reaction medium is maintained at between 0° and 5°C. One obtains a clear solution in which a precipitate is gradually formed. When the addition is completed, the agitation is continued for a further 2...